Dataset: the Open Reaction Database (ORD), a public repository of structured organic reaction records. Task: describe an organic reaction: reactants, conditions, products, and yield The reactants are COC(=O)c1cccc(C(=O)OC)c1, CC(C)=O, CO, [Na+], [OH-]. The product is COC(=O)c1cccc(C(=O)O)c1. Reaction SMILES: [C:1]([c:2]1[cH:3][c:4]([C:5](=[O:6])[O:7][CH3:8])[cH:9][cH:10][cH:11]1)(=[O:12])[O:13][CH3:14].[CH3:17][C:18](=[O:19])[CH3:20].[CH3:21][OH:22].[Na+:16].[OH-:15]>>[C:1]([c:2]1[cH:3][c:4]([C:5](=[O:6])[O:7][CH3:8])[cH:9][cH:10][cH:11]1)(=[O:12])[OH:13].